Dataset: the Open Reaction Database (ORD), a public repository of structured organic reaction records. Task: describe an organic reaction: reactants, conditions, products, and yield The reactants are COCCO[AlH2-]OCCOC.[Na+] (Red-Al), FC1=CC=C(C=C1)C1=C(C(=NC=2NC(CCC12)=O)C(C)C)C(=O)OC (methyl 4-(4-fluorophenyl)-2-isopropyl-7-oxo-5,6,7,8-tetrahydro-[1,8]naphthyridine-3-carboxylate). Run in C1(=CC=CC=C1)C (toluene), C1CCOC1 (THF). Conditions: temperature 5 celsius, time 3 hour. Yields the product FC1=CC=C(C=C1)C1=C(C(=NC=2NCCCC12)C(C)C)C(=O)OC (methyl 4-(4-fluorophenyl)-2-isopropyl-5,6,7,8-tetrahydro-[1,8]naphthyridine-3-carboxylate). The yield is 92.1%. RXN SMILES: COCCO[AlH2-]OCCOC.[Na+].[F:13][C:14]1[CH:19]=[CH:18][C:17]([C:20]2[C:29]3[CH2:28][CH2:27][C:26](=O)[NH:25][C:24]=3[N:23]=[C:22]([CH:31]([CH3:33])[CH3:32])[C:21]=2[C:34]([O:36][CH3:37])=[O:35])=[CH:16][CH:15]=1>C1(C)C=CC=CC=1.C1COCC1>[F:13][C:14]1[CH:19]=[CH:18][C:17]([C:20]2[C:29]3[CH2:28][CH2:27][CH2:26][NH:25][C:24]=3[N:23]=[C:22]([CH:31]([CH3:32])[CH3:33])[C:21]=2[C:34]([O:36][CH3:37])=[O:35])=[CH:16][CH:15]=1 |f:0.1|. Procedure: A solution of Red-Al (185 mL, 0.613 mol, 65 weight % in toluene) in anhydrous toluene (250 mL) was cooled to 5° C. A solution of Part B methyl 4-(4-fluorophenyl)-2-isopropyl-7-oxo-5,6,7,8-tetrahydro-[1,8]naphthyridine-3-carboxylate (100. g, 0.292 mol) in anhydrous THF (500 mL) was added over 30 min. The reaction mixture was stirred at 5° C. for 3 h. The reaction was quenched by adding a solution of potassium sodium tartrate (10%, 200 mL) slowly. After toluene (100 mL) was added, the two phases w... Starting materials: CCN(C(C)C)C(C)C, CNc1ccc(OC)cc1, COCCBr, CC#N. Yields the product COCCN(C)c1ccc(OC)cc1. Reaction SMILES: [CH2:11]([N:12]([CH:13]([CH3:14])[CH3:15])[CH:16]([CH3:17])[CH3:18])[CH3:19].[CH3:1][NH:2][c:3]1[cH:4][cH:5][c:6]([O:7][CH3:8])[cH:9][cH:10]1.[CH3:20][O:21][CH2:22][CH2:23][Br:24].[CH3:25][C:26]#[N:27]>>[CH3:1][N:2]([c:3]1[cH:4][cH:5][c:6]([O:7][CH3:8])[cH:9][cH:10]1)[CH2:23][CH2:22][O:21][CH3:20]. Isolated yield 58.0%. Starting materials: C(C)OCC.CCCC(C)C (diethyl ether isohexane), NC(CCO)C1=CC=CC=C1 (3-amino-3-phenylpropanol), ClC1=CC(=C(C#N)C=C1)F (4-chloro-2-fluorobenzonitrile), C(C)(C)N(CC)C(C)C (diisopropylethylamine). Reaction SMILES: [NH2:1][CH:2]([C:6]1[CH:11]=[CH:10][CH:9]=[CH:8][CH:7]=1)[CH2:3][CH2:4][OH:5].[Cl:12][C:13]1[CH:20]=[CH:19][C:16]([C:17]#[N:18])=[C:15](F)[CH:14]=1.C(N(C(C)C)CC)(C)C.C(OCC)C.CCCC(C)C>>[Cl:12][C:13]1[CH:20]=[CH:19][C:16]([C:17]#[N:18])=[C:15]([NH:1][CH:2]([C:6]2[CH:11]=[CH:10][CH:9]=[CH:8][CH:7]=2)[CH2:3][CH2:4][OH:5])[CH:14]=1 |f:3.4|. Conditions: temperature 140 celsius. Procedure: A mixture of 3-amino-3-phenylpropanol (1 g, 6.6 mmol) and 4-chloro-2-fluorobenzonitrile (1 g, 6.4 mmol) in diisopropylethylamine (1.2 ml, 6.9 mmol) was heated at 140° C. for 5 h. The crude reaction mixture was cooled to room temperature and applied to a silica column. The title compound was isolated as a colourless solid (1.1 g, 58%) by elution with 20% diethyl ether/isohexane. Yields the product ClC1=CC(=C(C#N)C=C1)NC(CCO)C1=CC=CC=C1 (4-Chloro-2-[(3-hydroxy-1-phenylpropyl)amino]benzonitrile), solid.